describe an organic reaction: reactants, conditions, products, and yield From a dataset of the Open Reaction Database (ORD), a public repository of structured organic reaction records. The reactants are N1CCNCC1 (piperazine), C1(CC1)C(=O)Cl (Cyclopropanecarbonyl chloride). Solvent: C(C)(=O)O (Acetic acid). Reaction conditions: temperature 40 celsius. Yields the product Cl.C1(CC1)C(=O)N1CCNCC1 (1-(Cyclopropylcarbonyl)piperazine HCl Salt), solid. Reaction SMILES: [NH:1]1[CH2:6][CH2:5][NH:4][CH2:3][CH2:2]1.[CH:7]1([C:10]([Cl:12])=[O:11])[CH2:9][CH2:8]1>C(O)(=O)C>[ClH:12].[CH:7]1([C:10]([N:1]2[CH2:6][CH2:5][NH:4][CH2:3][CH2:2]2)=[O:11])[CH2:9][CH2:8]1 |f:3.4|. Procedure details: Acetic acid (700 ml) was treated with piperazine (50.00 g, 0.581 mol) portionwise over 15 minutes with stirring under nitrogen The reaction mixture was warmed to 40° C. and maintained at this temperature until a complete solution was obtained. Cyclopropanecarbonyl chloride 59.2 ml, 0.638 mol) was added over 15 minutes. The reaction mixture was stirred at room temperature overnight. The reaction mixture was filtered and the filtrate distilled under reduced pressure until 430 ml of distillates had... Starting materials: C(C1=CC=CC=C1)OCC1C(N(CCCC1)S(=O)(=O)C1=CC=C(C=C1)OC)C(=O)O (3-Benzyloxymethyl-1-(4-methoxybenzene sulfonyl)-azepane-2-carboxylic acid), O.ON1N=NC2=C1C=CC=C2 (1-Hydroxy-benzotriazole hydrate), C(C1=CC=CC=C1)(C1=CC=CC=C1)ON (O-Benzhydryl-hydroxylamine), Cl.CN(CCCN=C=NCC)C (1-(3-Dimethylamino propyl)-3-ethylcarbodiimide hydrochloride). Solvent: CN(C=O)C (dimethylformamide), C(C)(=O)OCC (ethyl acetate). Conditions: temperature 0 celsius, time 3 hour. Yields the product C(C1=CC=CC=C1)(C1=CC=CC=C1)ONC(=O)C1N(CCCCC1COCC1=CC=CC=C1)S(=O)(=O)C1=CC=C(C=C1)OC (3-Benzyloxymethyl-1-(4-methoxy-benzenesulfonyl)-azepane-2-carboxylic acid benzhydryloxy-amide). As a reaction SMILES: [CH2:1]([O:8][CH2:9][CH:10]1[CH2:16][CH2:15][CH2:14][CH2:13][N:12]([S:17]([C:20]2[CH:25]=[CH:24][C:23]([O:26][CH3:27])=[CH:22][CH:21]=2)(=[O:19])=[O:18])[CH:11]1[C:28](O)=[O:29])[C:2]1[CH:7]=[CH:6][CH:5]=[CH:4][CH:3]=1.O.ON1C2C=CC=CC=2N=N1.[CH:42]([O:55][NH2:56])([C:49]1[CH:54]=[CH:53][CH:52]=[CH:51][CH:50]=1)[C:43]1[CH:48]=[CH:47][CH:46]=[CH:45][CH:44]=1.Cl.CN(C)CCCN=C=NCC>CN(C)C=O.C(OCC)(=O)C>[CH:42]([O:55][NH:56][C:28]([CH:11]1[CH:10]([CH2:9][O:8][CH2:1][C:2]2[CH:7]=[CH:6][CH:5]=[CH:4][CH:3]=2)[CH2:16][CH2:15][CH2:14][CH2:13][N:12]1[S:17]([C:20]1[CH:21]=[CH:22][C:23]([O:26][CH3:27])=[CH:24][CH:25]=1)(=[O:19])=[O:18])=[O:29])([C:49]1[CH:50]=[CH:51][CH:52]=[CH:53][CH:54]=1)[C:43]1[CH:48]=[CH:47][CH:46]=[CH:45][CH:44]=1 |f:1.2,4.5|. Reported procedure: To a solution of 3-Benzyloxymethyl-1-(4-methoxybenzene sulfonyl)-azepane-2-carboxylic acid (19 mg, 0.044 mmoL) in 0.63 mL of dimethylformamide was added 1-Hydroxy-benzotriazole hydrate (7.1 mg, 0.0525 mmoL) and O-Benzhydryl-hydroxylamine (10.4 mg, 0.0525 mmoL). This solution was cooled to 0° C. and 1-(3-Dimethylamino propyl)-3-ethylcarbodiimide hydrochloride (10 mg, 0.0525 mmoL) was added in. The reaction was warmed to ambient temperature after 20 minutes, and the reaction was stopped after 3 ho... The reactants are NC1=C(C(=CC=C1N)C)C (3,4-Diamino-o-xylene), C(#N)NC(=N)N (cyanoguanidine), [OH-].[Na+] (sodium hydroxide). Solvent: Cl (hydrochloric acid). Product: CC1=C(C=CC=2N=C(NC21)NC(=N)N)C (4,5-dimethyl-2-guanidinobenzimidazole). The yield is 38.3%. Reaction SMILES: [NH2:1][C:2]1[C:7]([NH2:8])=[CH:6][CH:5]=[C:4]([CH3:9])[C:3]=1[CH3:10].[C:11]([NH:13][C:14]([NH2:16])=[NH:15])#N.[OH-].[Na+]>Cl>[CH3:10][C:3]1[C:2]2[NH:1][C:11]([NH:13][C:14]([NH2:16])=[NH:15])=[N:8][C:7]=2[CH:6]=[CH:5][C:4]=1[CH3:9] |f:2.3|. Procedure: 3,4-Diamino-o-xylene (6.80 g 0.05 mol) and cyanoguanidine (4.20g 0.05 mol) were refluxed together for 2 hours in 5N hydrochloric acid (20 ml). The hot reaction mixture was basified with excess 40% sodium hydroxide and the resulting precipitate filtered, washed with water and dried. Recrystallisation from aqueous ethanol gave 4,5-dimethyl-2-guanidinobenzimidazole (3.89 g, 38%) as pale brown microcrystals m.p. 122°-124°C. The reactants are C(C)(C)(C)OC(=O)NCCOC1=NOC(=C1)C1=C(C=CC=C1)OC (3-(2-(N-tert-Butoxycarbonylamino)ethoxy)-5-(2-methoxyphenyl)isoxazole), Cl.O1CCOCC1 (hydrochloric acid 1,4-dioxane). Run at time 30 minute. Product: Cl.NCCOC1=NOC(=C1)C1=C(C=CC=C1)OC (3-(2-Aminoethoxy)-5-(2-methoxyphenyl)isoxazole hydrochloride). The yield is 84.0%. Reaction SMILES: C(OC([NH:8][CH2:9][CH2:10][O:11][C:12]1[CH:16]=[C:15]([C:17]2[CH:22]=[CH:21][CH:20]=[CH:19][C:18]=2[O:23][CH3:24])[O:14][N:13]=1)=O)(C)(C)C.[ClH:25].O1CCOCC1>>[ClH:25].[NH2:8][CH2:9][CH2:10][O:11][C:12]1[CH:16]=[C:15]([C:17]2[CH:22]=[CH:21][CH:20]=[CH:19][C:18]=2[O:23][CH3:24])[O:14][N:13]=1 |f:1.2,3.4|. Reported procedure: 3-(2-(N-tert-Butoxycarbonylamino)ethoxy)-5-(2-methoxyphenyl)isoxazole (0.31 g) was dissolved in a solution of 4N hydrochloric acid/1,4-dioxane (2.3 ml), and the solution was stirred at room temperature for 30 minutes. The solvent was evaporated under reduced pressure and the residue was recrystallized from a mixture of ethanol and isopropanol to obtain the title compound (0.21 g, 84%) as colorless crystals. Starting materials: BrC1=CC=C(C=C1)C(F)(F)F (4-bromobenzotrifluoride), C(=O)C1=CC=C(C=C1)B(O)O (4-formylphenylboronic acid), C([O-])([O-])=O.[K+].[K+] (potassium carbonate), O1CCCC1 (tetrahydrofuran). The reagents and catalysts are C=1C=CC(=CC1)[P](C=2C=CC=CC2)(C=3C=CC=CC3)[Pd]([P](C=4C=CC=CC4)(C=5C=CC=CC5)C=6C=CC=CC6)([P](C=7C=CC=CC7)(C=8C=CC=CC8)C=9C=CC=CC9)[P](C=1C=CC=CC1)(C=1C=CC=CC1)C=1C=CC=CC1 (tetrakis(triphenylphosphine)palladium(0)). Run in O (water), O (water). Reaction conditions: temperature 85 celsius, time 2 hour. The product is FC(C1=CC=C(C=C1)C1=CC=C(C=C1)C=O)(F)F (4′-(Trifluoromethyl)biphenyl-4-carbaldehyde). Isolated yield 108.8%. Reaction SMILES: Br[C:2]1[CH:7]=[CH:6][C:5]([C:8]([F:11])([F:10])[F:9])=[CH:4][CH:3]=1.[CH:12]([C:14]1[CH:19]=[CH:18][C:17](B(O)O)=[CH:16][CH:15]=1)=[O:13].C(=O)([O-])[O-].[K+].[K+].O1CCCC1>C1C=CC([P]([Pd]([P](C2C=CC=CC=2)(C2C=CC=CC=2)C2C=CC=CC=2)([P](C2C=CC=CC=2)(C2C=CC=CC=2)C2C=CC=CC=2)[P](C2C=CC=CC=2)(C2C=CC=CC=2)C2C=CC=CC=2)(C2C=CC=CC=2)C2C=CC=CC=2)=CC=1.O>[F:9][C:8]([F:11])([F:10])[C:5]1[CH:6]=[CH:7][C:2]([C:17]2[CH:18]=[CH:19][C:14]([CH:12]=[O:13])=[CH:15][CH:16]=2)=[CH:3][CH:4]=1 |f:2.3.4,^1:37,39,58,77|. Procedure: A mixture of 4-bromobenzotrifluoride (10.0 g), 4-formylphenylboronic acid (7.33 g), tetrakis(triphenylphosphine)palladium(0) (308 mg), potassium carbonate (30.7 g), tetrahydrofuran (300 mL) and water (100 mL) was stirred at 85° C. for 2 hours. After cooling the reaction mixture to room temperature, water was added to it, which was then extracted with ethyl acetate twice and the combined organic layers were washed with saturated brine. After adding anhydrous magnesium sulfate to the organic layer... Starting materials: C(C1=CC=CC=C1)Cl (Benzyl chloride), [OH-].[K+] (KOH), C=1(C(=CC=CC1)C)C (xylene), O (Water). The solvent is C(CCO)O (1,3-propanediol). Reaction conditions: temperature 100 celsius. Product: C(C1=CC=CC=C1)OCCCO (3-benzyloxypropanol). RXN SMILES: [CH2:1](Cl)[C:2]1[CH:7]=[CH:6][CH:5]=[CH:4][CH:3]=1.[OH-:9].[K+].[OH2:11].[C:12]1([CH3:19])C(C)=CC=C[CH:17]=1>C(O)CCO>[CH2:1]([O:9][CH2:17][CH2:12][CH2:19][OH:11])[C:2]1[CH:7]=[CH:6][CH:5]=[CH:4][CH:3]=1 |f:1.2|. Reported procedure: Benzyl chloride (104 g, 1.0 m) was added dropwise to a solution of KOH (112 g, 2.0 m) in a mixture of 100 ml of xylene and 304 g of 1,3-propanediol at 50°-60° C. The solution was then heated at 100° C. for 2 hours. Water (400 ml) was added to the cooled solution and the mixture was extracted twice with 600 ml of methylene chloride. The combined methylene chloride extracts were washed three times with 400 ml of water, dried over MgSO4, filtered and evaporated to a yellow oil which was distilled u... Reactants: O=C([O-])[O-], Oc1cnccc1-c1nc2cc(C(F)(F)F)cnc2o1, O=S(=O)(OCC(F)F)C(F)(F)F, [K+], [K+], CN(C)C=O, O. Product: FC(F)COc1cnccc1-c1nc2cc(C(F)(F)F)cnc2o1. Reaction SMILES: [C:21](=[O:22])([O-:23])[O-:24].[F:1][C:2]([c:3]1[cH:4][c:5]2[c:6]([n:7][cH:8]1)[o:9][c:10](-[c:12]1[c:13]([OH:18])[cH:14][n:15][cH:16][cH:17]1)[n:11]2)([F:19])[F:20].[F:32][CH:33]([CH2:34][O:35][S:36]([C:37]([F:38])([F:39])[F:40])(=[O:41])=[O:42])[F:43].[K+:25].[K+:26].[O:27]=[CH:28][N:29]([CH3:30])[CH3:31].[OH2:44]>>[F:1][C:2]([c:3]1[cH:4][c:5]2[c:6]([n:7][cH:8]1)[o:9][c:10](-[c:12]1[c:13]([O:18][CH2:34][CH:33]([F:32])[F:43])[cH:14][n:15][cH:16][cH:17]1)[n:11]2)([F:19])[F:20].